This data is from the Open Reaction Database (ORD), a public repository of structured organic reaction records. The task is: describe an organic reaction: reactants, conditions, products, and yield Starting materials: OC[C@H]1C[C@@H]2N(CCNC2)C1 ((7S,8aS)-7-hydroxymethyl-1,2,3,4,6,7,8,8a-octahydro-pyrrolo[1,2-a]pyrazine), FC1=CC=C(C#N)C=C1 (4-fluorobenzonitrile), C([O-])([O-])=O.[Na+].[Na+] (sodium carbonate). Run in CS(=O)C (DMSO), O (water). The yield is 37.4%. Run at temperature 80 celsius. Yields the product OC[C@H]1C[C@@H]2N(CCN(C2)C2=CC=C(C=C2)C#N)C1 ((7S,8aS)-7-Hydroxymethyl-2-(4-cyanophenyl)-1,2,3,4,6,7,8,8a-octahydro-pyrrolo[1,2-a]pyrazine). Procedure details: A mixture of 1.5 g (9.6 mmol) of (7S,8aS)-7-hydroxymethyl-1,2,3,4,6,7,8,8a-octahydro-pyrrolo[1,2-a]pyrazine (Preparation 13, Step A), 1.75 g (14.4 mmol) of 4-fluorobenzonitrile and 2.04 g (19.2 mmol) of sodium carbonate in 10 mL of DMSO was heated at 80° C. for 16 h. The solution was cooled to room temperature, diluted with water and extracted with 1:1 ethyl acetate:diethyl ether (3×). The combined organic phase was dried (magnesium sulfate), filtered and evaporated. Purification by flash silica... Reaction SMILES: [OH:1][CH2:2][C@@H:3]1[CH2:11][N:6]2[CH2:7][CH2:8][NH:9][CH2:10][C@@H:5]2[CH2:4]1.F[C:13]1[CH:20]=[CH:19][C:16]([C:17]#[N:18])=[CH:15][CH:14]=1.C(=O)([O-])[O-].[Na+].[Na+]>CS(C)=O.O>[OH:1][CH2:2][C@@H:3]1[CH2:11][N:6]2[CH2:7][CH2:8][N:9]([C:13]3[CH:20]=[CH:19][C:16]([C:17]#[N:18])=[CH:15][CH:14]=3)[CH2:10][C@@H:5]2[CH2:4]1 |f:2.3.4|. Starting materials: C(C)(=O)[O-].[Na+] (sodium acetate), Cl.NO (hydroxylamine hydrochloride), COC(C(=COCC)C(C1=CC(=CC=C1)C(F)(F)F)=O)=O (methyl-2-(3'-trifluoromethylbenzoyl)-3-ethoxypropenoate). Solvent: C(C)O (ethanol). Reaction conditions: temperature 25 celsius. Yields the product COC(=O)C=1C=NOC1C1=CC(=CC=C1)C(F)(F)F (methyl-5-(3'-trifluoromethylphenyl)-4-isoxazolecarboxylate). Reaction SMILES: [CH3:1][O:2][C:3](=[O:21])[C:4]([C:9](=[O:20])[C:10]1[CH:15]=[CH:14][CH:13]=[C:12]([C:16]([F:19])([F:18])[F:17])[CH:11]=1)=[CH:5]OCC.C([O-])(=O)C.[Na+].Cl.[NH2:28]O>C(O)C>[CH3:1][O:2][C:3]([C:4]1[CH:5]=[N:28][O:20][C:9]=1[C:10]1[CH:15]=[CH:14][CH:13]=[C:12]([C:16]([F:19])([F:18])[F:17])[CH:11]=1)=[O:21] |f:1.2,3.4|. Procedure details: A mixture of methyl-2-(3'-trifluoromethylbenzoyl)-3-ethoxypropenoate (8.55 g.; 0.028 mol.) in 60 ml. of ethanol and anhydrous sodium acetate (2.5 g.; 0.03 mol.) was treated with hydroxylamine hydrochloride (2.1 g.; 0.03 mol.). The mixture was heated at reflux for 2 hours, cooled to 25° C., and then poured onto 50 g. of ice. The resulting liquid was extracted five times with 40 ml. of methylene chloride. The organic layer was washed with water, sodium bicarbonate, water, dried over sodium sulfate... The reactants are CCOC(C)=O, CCO, CCOC(=O)CCCOc1ccccc1-c1ccc(C(F)(F)F)cc1CN(Cc1cc(C(F)(F)F)cc(C(F)(F)F)c1)c1ncc(N2CCOCC2)cn1, [Na+], [OH-]. Product: O=C(O)CCCOc1ccccc1-c1ccc(C(F)(F)F)cc1CN(Cc1cc(C(F)(F)F)cc(C(F)(F)F)c1)c1ncc(N2CCOCC2)cn1. As a reaction SMILES: [CH3:57][CH2:58][O:59][C:60](=[O:61])[CH3:62].[CH3:63][CH2:64][OH:65].[F:1][C:2]([c:3]1[cH:4][c:5]([CH2:6][N:7]([c:8]2[n:9][cH:10][c:11]([N:14]3[CH2:15][CH2:16][O:17][CH2:18][CH2:19]3)[cH:12][n:13]2)[CH2:20][c:21]2[c:22](-[c:31]3[c:32]([O:37][CH2:38][CH2:39][CH2:40][C:41](=[O:42])[O:43][CH2:44][CH3:45])[cH:33][cH:34][cH:35][cH:36]3)[cH:23][cH:24][c:25]([C:27]([F:28])([F:29])[F:30])[cH:26]2)[cH:46][c:47]([C:49]([F:50])([F:51])[F:52])[cH:48]1)([F:53])[F:54].[Na+:56].[OH-:55]>>[F:1][C:2]([c:3]1[cH:4][c:5]([CH2:6][N:7]([c:8]2[n:9][cH:10][c:11]([N:14]3[CH2:15][CH2:16][O:17][CH2:18][CH2:19]3)[cH:12][n:13]2)[CH2:20][c:21]2[c:22](-[c:31]3[c:32]([O:37][CH2:38][CH2:39][CH2:40][C:41](=[O:42])[OH:43])[cH:33][cH:34][cH:35][cH:36]3)[cH:23][cH:24][c:25]([C:27]([F:28])([F:29])[F:30])[cH:26]2)[cH:46][c:47]([C:49]([F:50])([F:51])[F:52])[cH:48]1)([F:53])[F:54]. The reactants are [F-].C(CCC)[N+](CCCC)(CCCC)CCCC (Tetrabutylammonium fluoride), C(C)(C)(C)OC(=O)N1CCC(CC1)N1N=CC(=C1)C=1C=NC(=NC1)C1=CC(=CC=C1)C=1N=NN(C1)C[Si](C)(C)C (4-(4-{2-[3-(1-Trimethylsilanylmethyl-1H-[1,2,3]triazol-4-yl)-phenyl]-pyrimidin-5-yl}-pyrazol-1-yl)-piperidine-1-carboxylic acid tert-butyl ester), CO (MeOH), Cl.O1CCOCC1 (HCl dioxane), solution. Run in C(Cl)Cl (DCM), C(=O)(O)[O-].[Na+] (NaHCO3), C1CCOC1 (THF). Reaction conditions: time 2 hour. Product: Cl.CN1N=NC(=C1)C=1C=C(C=CC1)C1=NC=C(C=N1)C=1C=NN(C1)C1CCNCC1 (2-[3-(1-Methyl-1H-[1,2,3]triazol-4-yl)-phenyl]-5-(1-piperidin-4-yl-1H-pyrazol-4-yl)-pyrimidine hydrochloride). Yield: 33.0%. Reaction SMILES: [F-].C([N+](CCCC)(CCCC)CCCC)CCC.C(OC([N:26]1[CH2:31][CH2:30][CH:29]([N:32]2[CH:36]=[C:35]([C:37]3[CH:38]=[N:39][C:40]([C:43]4[CH:48]=[CH:47][CH:46]=[C:45]([C:49]5[N:50]=[N:51][N:52]([CH2:54][Si](C)(C)C)[CH:53]=5)[CH:44]=4)=[N:41][CH:42]=3)[CH:34]=[N:33]2)[CH2:28][CH2:27]1)=O)(C)(C)C.CO.[ClH:61].O1CCOCC1>C1COCC1.C([O-])(O)=O.[Na+].C(Cl)Cl>[ClH:61].[CH3:54][N:52]1[CH:53]=[C:49]([C:45]2[CH:44]=[C:43]([C:40]3[N:39]=[CH:38][C:37]([C:35]4[CH:34]=[N:33][N:32]([CH:29]5[CH2:30][CH2:31][NH:26][CH2:27][CH2:28]5)[CH:36]=4)=[CH:42][N:41]=3)[CH:48]=[CH:47][CH:46]=2)[N:50]=[N:51]1 |f:0.1,4.5,7.8,10.11|. Procedure details: Tetrabutylammonium fluoride (56 mg; 0.21 mmol; 2.0 eq.) was added to a solution of 4-(4-{2-[3-(1-Trimethylsilanylmethyl-1H-[1,2,3]triazol-4-yl)-phenyl]-pyrimidin-5-yl}-pyrazol-1-yl)-piperidine-1-carboxylic acid tert-butyl ester (60 mg; 0.11 mmol; 1.0 eq.) in THF (1 mL) and the reaction mixture was stirred at RT for 2 h. It was then diluted with a saturated solution of NaHCO3 and extracted with EtOAc (three times). Combined organic phases were washed with brine, dried over magnesium sulfate, filt... The reactants are [C@@H]1([C@H](O)[C@H](O)[C@@H](CO)O1)N1C(=O)NC(=O)C=C1 (uridine), ClC=1C(NC(N([C@H]2[C@H](O)[C@H](O)[C@@H](CO)O2)C1)=O)=O (5-chlorouridine). The product is C=C1[C@@H](O[C@@H]([C@H]1O)CO)N1C(=O)NC(=O)C(=C1)Cl (2'-methylidene-2'-deoxy-5-chlorouridine). Reaction SMILES: [C@@H:1]1(N2C=CC(=O)NC2=O)O[C@H](CO)[C@@H](O)[C@H]1O.[Cl:18][C:19]1[C:20](=[O:35])[NH:21][C:22](=[O:34])[N:23]([CH:33]=1)[C@@H:24]1[O:32][C@H:29]([CH2:30][OH:31])[C@@H:27]([OH:28])[C@H:25]1O>>[CH2:1]=[C:25]1[C@H:27]([OH:28])[C@@H:29]([CH2:30][OH:31])[O:32][C@H:24]1[N:23]1[CH:33]=[C:19]([Cl:18])[C:20](=[O:35])[NH:21][C:22]1=[O:34]. Procedure details: Protection, oxidation, methylidenation and deprotection reactions were carried out similarly as in Example 7 except that the uridine was replaced by 5-chlorouridine to obtain 2'-methylidene-2'-deoxy-5-chlorouridine. The reactants are OC1=CC=C(C=C1)C1=CC(=CC=C1)CNC(OC(C)(C)C)=O (tert-butyl N-(4′-hydroxybiphenyl-3-ylmethyl)carbamate), BrCCCN1C(C=2C(C1=O)=CC=CC2)=O (N-(3-bromopropyl)phthalimide). The product is C(C1=CC=CC=C1)OC(=O)NCCCOC1=CC=C(C=C1)C1=CC(=CC=C1)CNC(OC(C)(C)C)=O (tert-Butyl N-[4′-(3-benzyloxycarbonylaminopropoxy)-biphenyl-3-ylmethyl]carbamate). As a reaction SMILES: [OH:1][C:2]1[CH:7]=[CH:6][C:5]([C:8]2[CH:13]=[CH:12][CH:11]=[C:10]([CH2:14][NH:15][C:16](=[O:22])[O:17][C:18]([CH3:21])([CH3:20])[CH3:19])[CH:9]=2)=[CH:4][CH:3]=1.BrCCCN1[C:31](=[O:32])[C:30]2=[CH:33][CH:34]=[CH:35][CH:36]=[C:29]2C1=O>>[CH2:31]([O:32][C:16]([NH:15][CH2:14][CH2:10][CH2:9][O:1][C:2]1[CH:3]=[CH:4][C:5]([C:8]2[CH:13]=[CH:12][CH:11]=[C:10]([CH2:14][NH:15][C:16](=[O:22])[O:17][C:18]([CH3:19])([CH3:21])[CH3:20])[CH:9]=2)=[CH:6][CH:7]=1)=[O:17])[C:30]1[CH:29]=[CH:36][CH:35]=[CH:34][CH:33]=1. Reported procedure: The title compound was prepared in a similar manner to that described in Reference Example 31 using tert-butyl N-(4′-hydroxybiphenyl-3-ylmethyl)carbamate instead of tert-butyl N-(3′-hydroxybiphenyl-4-ylmethyl)carbamate and N-(3-bromopropyl)phthalimide instead of N-(4-bromobutyl)-phthalimide. Starting materials: C(C)(=O)NC(CO)(CO)C1=CC=C(C=C1)CCCCCCCCCC (2-Acetylamino-2-(4-decylphenyl)-1,3-propanediol), COC(C)(C)OC (2,2-dimethoxypropane), C=1(C(=CC=CC1)S(=O)(=O)O)C (toluenesulfonic acid). The product is C(C)(=O)NC1(COC(OC1)(C)C)C1=CC=C(C=C1)CCCCCCCCCC (5-Acetamido-5-(4-decylphenyl)-2,2-dimethyl-1,3-dioxane). Procedure details: 2-Acetylamino-2-(4-decylphenyl)-1,3-propanediol (224 mg) and 2,2-dimethoxypropane (0.3 ml) were dissolved in benzene (5 ml) and the mixture was refluxed under heating in the presence of a catalytic amount of toluenesulfonic acid. After cooling, the reaction mixture was washed with an aqueous sodium hydrogencarbonate solution and dried over sodium sulfate. The solvent was distilled away and the residue was purified by preparative thin layer chromatography (silica gel) to give 99 mg of the amorpho... As a reaction SMILES: [C:1]([NH:4][C:5]([C:10]1[CH:15]=[CH:14][C:13]([CH2:16][CH2:17][CH2:18][CH2:19][CH2:20][CH2:21][CH2:22][CH2:23][CH2:24][CH3:25])=[CH:12][CH:11]=1)([CH2:8][OH:9])[CH2:6][OH:7])(=[O:3])[CH3:2].CO[C:28](OC)([CH3:30])[CH3:29].C1(C)C(S(O)(=O)=O)=CC=CC=1>C1C=CC=CC=1>[C:1]([NH:4][C:5]1([C:10]2[CH:15]=[CH:14][C:13]([CH2:16][CH2:17][CH2:18][CH2:19][CH2:20][CH2:21][CH2:22][CH2:23][CH2:24][CH3:25])=[CH:12][CH:11]=2)[CH2:8][O:9][C:28]([CH3:30])([CH3:29])[O:7][CH2:6]1)(=[O:3])[CH3:2]. The solvent is C1=CC=CC=C1 (benzene). Reactants: O=C([O-])O, CCCCCCCCCCCCCCCCOc1ccc(OCC(=O)Cl)cc1, ClCCl, ClC(Cl)Cl, NCc1ccccn1, [Na+], c1ccncc1. The product is CCCCCCCCCCCCCCCCOc1ccc(OCC(=O)NCc2ccccn2)cc1. RXN SMILES: [C:40](=[O:41])([OH:42])[O-:43].[CH2:1]([CH2:2][CH2:3][CH2:4][CH2:5][CH2:6][CH2:7][CH2:8][CH2:9][CH2:10][CH2:11][CH2:12][CH2:13][CH2:14][CH2:15][CH3:16])[O:17][c:18]1[cH:19][cH:20][c:21]([O:22][CH2:23][C:24](=[O:25])[Cl:26])[cH:27][cH:28]1.[CH2:29]([Cl:30])[Cl:31].[CH:45]([Cl:46])([Cl:47])[Cl:48].[NH2:32][CH2:33][c:34]1[n:35][cH:36][cH:37][cH:38][cH:39]1.[Na+:44].[cH:49]1[cH:50][cH:51][n:52][cH:53][cH:54]1>>[CH2:1]([CH2:2][CH2:3][CH2:4][CH2:5][CH2:6][CH2:7][CH2:8][CH2:9][CH2:10][CH2:11][CH2:12][CH2:13][CH2:14][CH2:15][CH3:16])[O:17][c:18]1[cH:19][cH:20][c:21]([O:22][CH2:23][C:24](=[O:25])[NH:32][CH2:33][c:34]2[n:35][cH:36][cH:37][cH:38][cH:39]2)[cH:27][cH:28]1. The reactants are CON(C(CNC(OC(C)(C)C)=O)=O)C (tert-Butyl 2-(methoxy(methyl)amino)-2-oxoethylcarbamate), [Li]CCCC (n-BuLi), BrC1=COC=C1 (3-bromofuran), C(=O)(O)[O-].[Na+] (NaHCO3). The solvent is C1CCOC1 (THF), CCOCC (ether), C1CCOC1 (THF). Conditions: temperature -78 celsius, time 20 minute. Yields the product O1C=C(C=C1)C(CNC(OC(C)(C)C)=O)=O (tert-Butyl 2-(furan-3-yl)-2-oxoethylcarbamate). Yield: 37.2%. As a reaction SMILES: [Li]CCCC.Br[C:7]1[CH:11]=[CH:10][O:9][CH:8]=1.CON(C)[C:15](=[O:25])[CH2:16][NH:17][C:18](=[O:24])[O:19][C:20]([CH3:23])([CH3:22])[CH3:21].C([O-])(O)=O.[Na+]>CCOCC.C1COCC1>[O:9]1[CH:10]=[CH:11][C:7]([C:15](=[O:25])[CH2:16][NH:17][C:18](=[O:24])[O:19][C:20]([CH3:21])([CH3:22])[CH3:23])=[CH:8]1 |f:3.4|. Procedure details: To a solution of n-BuLi (2.5 M in hexane, 7.68 mL) in anhydrous ether (10 mL) was added dropwise (over a 20-min period) a solution of 3-bromofuran (2.35 g, 16 mmol) in anhydrous THF (15 mL) under nitrogen atmosphere at −78° C. After stirring at −78° C. for 20 min, a solution of the Weinreb amide 45 (1.75 g, 8 mmol) in THF (15 mL) was added slowly to the mixture. The reaction mixture was allowed to warm to room temperature and stirred for 18 h. The mixture was poured into a saturated NaHCO3 solut...